From a dataset of the Open Reaction Database (ORD), a public repository of structured organic reaction records. describe an organic reaction: reactants, conditions, products, and yield Reported procedure: A method similar to that used for the preparation of (107a) was used except that methyl-L-triptophane hydrochloride (214 mg) was used instead of methyl-L-valinate hydrochloride to afford the desired product (365 mg). 1H NMR (300 MHz, CDCl3) δ 3.17 (m, 2H), 3.43 (s, 2H), 4.90 (m, 1H), 5.94 (d, 1H, J=7 Hz), 6.62 (m, 2H), 6.71 (m, 1H), 7.12 (m, 1H), 7.17 (m, 1H), 7.36 (d, 1H, J=8 Hz), 7.39 (d, 1H, J=8 Hz), 8.09 (s, 1H). MS APCI, m/z=373(M+1). LC/MS: 2.28 min. As a reaction SMILES: [F:1][C:2]1[CH:3]=[C:4]([CH2:9][C:10]([NH:12][C@H:13]([C:17]([O:19][CH3:20])=[O:18])[CH:14]([CH3:16])C)=[O:11])[CH:5]=[C:6]([F:8])[CH:7]=1.Cl.CN[C@H](C(O)=O)C[C:26]1[C:34]2[C:29](=[CH:30][CH:31]=[CH:32][CH:33]=2)[NH:28]C=1>>[F:8][C:6]1[CH:5]=[C:4]([CH2:9][C:10]([NH:12][C@H:13]([C:17]([O:19][CH3:20])=[O:18])[CH2:14][C:16]2[NH:28][C:29]3[C:34]([CH:26]=2)=[CH:33][CH:32]=[CH:31][CH:30]=3)=[O:11])[CH:3]=[C:2]([F:1])[CH:7]=1 |f:1.2|. The reactants are FC=1C=C(C=C(C1)F)CC(=O)N[C@@H](C(C)C)C(=O)OC (Methyl N-[(3,5-difluorophenyl)acetyl]-L-valinate), Cl.CN[C@@H](CC1=CNC2=CC=CC=C12)C(=O)O (methyl-L-triptophane hydrochloride). Yields the product FC=1C=C(C=C(C1)F)CC(=O)N[C@@H](CC=1NC2=CC=CC=C2C1)C(=O)OC (Methyl N-[(3,5-difluorophenyl)acetyl]-3-(1H-indol-2-yl)-L-alaninate).